From a dataset of the Open Reaction Database (ORD), a public repository of structured organic reaction records. describe an organic reaction: reactants, conditions, products, and yield Reactants: O1[C@@H](C1)COC1=CC=CC=2NC3=CC=CC=C3C12 ((S)-4-(oxiranylmethoxy)-9H-carbazole), NC(CC1=CC=C(OC2=NC=CC=C2)C=C1)(C)C (2-(4-(2-amino-2-methylpropyl)phenoxy)pyridine). Yields the product O[C@H](COC1=CC=CC=2NC3=CC=CC=C3C12)CN(CC(C)C)C1=CC=C(C=C1)OC1=NC=CC=C1 ((S)-4-[2-Hydroxy-3-([4-(2-pyridyloxy)phenyl]-2-methylpropylamino)propoxy]carbazole), product. Reaction SMILES: [O:1]1[CH2:3][C@H:2]1[CH2:4][O:5][C:6]1[C:18]2[C:17]3[C:12](=[CH:13][CH:14]=[CH:15][CH:16]=3)[NH:11][C:10]=2[CH:9]=[CH:8][CH:7]=1.NC(C)(C)C[C:22]1[CH:34]=[CH:33][C:25]([O:26][C:27]2[CH:32]=[CH:31][CH:30]=[CH:29][N:28]=2)=[CH:24][CH:23]=1>>[OH:1][C@@H:2]([CH2:3][N:11]([C:22]1[CH:23]=[CH:24][C:25]([O:26][C:27]2[CH:32]=[CH:31][CH:30]=[CH:29][N:28]=2)=[CH:33][CH:34]=1)[CH2:10][CH:18]([CH3:6])[CH3:17])[CH2:4][O:5][C:6]1[C:18]2[C:17]3[C:12](=[CH:13][CH:14]=[CH:15][CH:16]=3)[NH:11][C:10]=2[CH:9]=[CH:8][CH:7]=1. Procedure details: Titled compound was prepared substantially in accordance with Example 118 from (S)-4-(oxiranylmethoxy)-9H-carbazole (0.375 g) and 2-(4-(2-amino-2-methylpropyl)phenoxy)pyridine (0.496 g) to yield product (0.26 g) after purification. NMR. The reactants are BrCCC=C1c2ccccc2CCc2ccccc21, O=C([O-])[O-], CCC(C)=O, COC(=O)c1cc(Br)ccc1N, [I-], [K+], [K+], [K+]. The product is COC(=O)c1cc(Br)ccc1NCCC=C1c2ccccc2CCc2ccccc21. As a reaction SMILES: [Br:1][CH2:2][CH2:3][CH:4]=[C:5]1[c:6]2[c:7]([cH:16][cH:17][cH:18][cH:19]2)[CH2:8][CH2:9][c:10]2[c:11]1[cH:12][cH:13][cH:14][cH:15]2.[C:20](=[O:21])([O-:22])[O-:23].[CH2:40]([C:41]([CH3:42])=[O:43])[CH3:44].[CH3:28][O:29][C:30]([c:31]1[c:32]([NH2:38])[cH:33][cH:34][c:35]([Br:37])[cH:36]1)=[O:39].[I-:27].[K+:24].[K+:25].[K+:26]>>[CH2:2]([CH2:3][CH:4]=[C:5]1[c:6]2[c:7]([cH:16][cH:17][cH:18][cH:19]2)[CH2:8][CH2:9][c:10]2[c:11]1[cH:12][cH:13][cH:14][cH:15]2)[NH:38][c:32]1[c:31]([C:30]([O:29][CH3:28])=[O:39])[cH:36][c:35]([Br:37])[cH:34][cH:33]1. The reactants are Cl.C(C1=CC=CC=C1)OC1=C2CCCC(C2=CC=C1)C(=O)N(CC=1C=NNC1)C=1C=NC(=CC1)C(C)C (5-benzyloxy-N-(6-isopropylpyridin-3-yl)-N-[(pyrazol-4-yl)methyl]-1,2,3,4-tetrahydronaphthalene-1-carboxamide hydrochloride), ClCC1=NC=CC(=C1)C (2-(chloromethyl)-4-methylpyridine). Yields the product C(C1=CC=CC=C1)OC1=C2CCCC(C2=CC=C1)C(=O)N(CC=1C=NN(C1)CC1=NC=CC(=C1)C)C=1C=NC(=CC1)C(C)C (5-benzyloxy-N-(6-isopropylpyridin-3-yl)-N-({1-[(4-methylpyridin-2-yl)methyl]pyrazol-4-yl}methyl)-1,2,3,4-tetrahydronaphthalene-1-carboxamide). Yield: 75.8%. As a reaction SMILES: Cl.[CH2:2]([O:9][C:10]1[CH:19]=[CH:18][CH:17]=[C:16]2[C:11]=1[CH2:12][CH2:13][CH2:14][CH:15]2[C:20]([N:22]([C:29]1[CH:30]=[N:31][C:32]([CH:35]([CH3:37])[CH3:36])=[CH:33][CH:34]=1)[CH2:23][C:24]1[CH:25]=[N:26][NH:27][CH:28]=1)=[O:21])[C:3]1[CH:8]=[CH:7][CH:6]=[CH:5][CH:4]=1.Cl[CH2:39][C:40]1[CH:45]=[C:44]([CH3:46])[CH:43]=[CH:42][N:41]=1>>[CH2:2]([O:9][C:10]1[CH:19]=[CH:18][CH:17]=[C:16]2[C:11]=1[CH2:12][CH2:13][CH2:14][CH:15]2[C:20]([N:22]([C:29]1[CH:30]=[N:31][C:32]([CH:35]([CH3:37])[CH3:36])=[CH:33][CH:34]=1)[CH2:23][C:24]1[CH:25]=[N:26][N:27]([CH2:39][C:40]2[CH:45]=[C:44]([CH3:46])[CH:43]=[CH:42][N:41]=2)[CH:28]=1)=[O:21])[C:3]1[CH:8]=[CH:7][CH:6]=[CH:5][CH:4]=1 |f:0.1|. Procedure: By the reaction and treatment in the same manner as in Example 271 using 5-benzyloxy-N-(6-isopropylpyridin-3-yl)-N-[(pyrazol-4-yl)methyl]-1,2,3,4-tetrahydronaphthalene-1-carboxamide hydrochloride (0.78 g) and 2-(chloromethyl)-4-methylpyridine (0.53 g) as starting materials, 5-benzyloxy-N-(6-isopropylpyridin-3-yl)-N-({1-[(4-methylpyridin-2-yl)methyl]pyrazol-4-yl}methyl)-1,2,3,4-tetrahydronaphthalene-1-carboxamide (0.67 g) was obtained. The reactants are N, COC(=O)C(C)Oc1cccc2ncnc(Nc3ccc4c(cnn4Cc4cscn4)c3)c12. Product: CC(Oc1cccc2ncnc(Nc3ccc4c(cnn4Cc4cscn4)c3)c12)C(N)=O. Reaction SMILES: [NH3:34].[s:1]1[cH:2][n:3][c:4]([CH2:6][n:7]2[n:8][cH:9][c:10]3[cH:11][c:12]([NH:16][c:17]4[n:18][cH:19][n:20][c:21]5[cH:22][cH:23][cH:24][c:25]([O:27][CH:28]([C:29]([O:31][CH3:30])=[O:32])[CH3:33])[c:26]45)[cH:13][cH:14][c:15]23)[cH:5]1>>[s:1]1[cH:2][n:3][c:4]([CH2:6][n:7]2[n:8][cH:9][c:10]3[cH:11][c:12]([NH:16][c:17]4[n:18][cH:19][n:20][c:21]5[cH:22][cH:23][cH:24][c:25]([O:27][CH:28]([C:29](=[O:31])[NH2:34])[CH3:33])[c:26]45)[cH:13][cH:14][c:15]23)[cH:5]1. The reactants are C(C)(=O)OCC1=C(C=C(C=C1C1=NC(=C2N=CN(C2=N1)COCC[Si](C)(C)C)NC1=CC=C(C=C1)N1CCN(CC1)C1COC1)F)N1C(C2=CC=3CC(CC3N2CC1)(C)C)=O ((2-{4,4-Dimethyl-9-oxo-1,10-diazatricyclo[6.4.0.02,6]dodeca-2(6),7-dien-10-yl}-4-fluoro-6-[6-({4-[4-(oxetan-3-yl)piperazin-1-yl]phenyl}amino)-9-{[2-(trimethylsilyl)ethoxy]methyl}purin-2-yl]phenyl)methyl Acetate), C(=O)(C(F)(F)F)O (CF3COOH). Reaction conditions: time 2 hour. Yields the product C(C)(=O)OCC1=C(C=C(C=C1C1=NC(=C2N=CNC2=N1)NC1=CC=C(C=C1)N1CCN(CC1)C1COC1)F)N1C(C2=CC=3CC(CC3N2CC1)(C)C)=O ((2-{4,4-Dimethyl-9-oxo-1,10-diazatricyclo[6.4.0.02,6]dodeca-2(6),7-dien-10-yl}-4-fluoro-6-[6-({4-[4-(oxetan-3-yl)piperazin-1-yl]phenyl}amino)-9H-purin-2-yl]phenyl)methyl Acetate). The yield is 88.9%. As a reaction SMILES: [C:1]([O:4][CH2:5][C:6]1[C:11]([C:12]2[N:20]=[C:19]3[C:15]([N:16]=[CH:17][N:18]3COCC[Si](C)(C)C)=[C:14]([NH:29][C:30]3[CH:35]=[CH:34][C:33]([N:36]4[CH2:41][CH2:40][N:39]([CH:42]5[CH2:45][O:44][CH2:43]5)[CH2:38][CH2:37]4)=[CH:32][CH:31]=3)[N:13]=2)=[CH:10][C:9]([F:46])=[CH:8][C:7]=1[N:47]1[CH2:58][CH2:57][N:56]2[C:49](=[CH:50][C:51]3[CH2:52][C:53]([CH3:60])([CH3:59])[CH2:54][C:55]=32)[C:48]1=[O:61])(=[O:3])[CH3:2].C(O)(C(F)(F)F)=O>>[C:1]([O:4][CH2:5][C:6]1[C:11]([C:12]2[N:20]=[C:19]3[C:15]([N:16]=[CH:17][NH:18]3)=[C:14]([NH:29][C:30]3[CH:35]=[CH:34][C:33]([N:36]4[CH2:37][CH2:38][N:39]([CH:42]5[CH2:43][O:44][CH2:45]5)[CH2:40][CH2:41]4)=[CH:32][CH:31]=3)[N:13]=2)=[CH:10][C:9]([F:46])=[CH:8][C:7]=1[N:47]1[CH2:58][CH2:57][N:56]2[C:49](=[CH:50][C:51]3[CH2:52][C:53]([CH3:60])([CH3:59])[CH2:54][C:55]=32)[C:48]1=[O:61])(=[O:3])[CH3:2]. Procedure: A mixture of 123a (200 mg, 0.25 mmol) and CF3COOH (4 mL) was stirred at room temperature for 2 h. The mixture was then concentrated under reduced pressure to afford crude 123b as a yellow solid (160 mg, 90%), which was used for the next step without further purification. MS-ESI: [M+H]+ 720.4